Task: describe an organic reaction: reactants, conditions, products, and yield. Dataset: the Open Reaction Database (ORD), a public repository of structured organic reaction records RXN SMILES: [CH:1]1([O:6][C:7]2[CH:8]=[C:9]([CH:19]=[CH:20][C:21]=2[O:22][CH3:23])[CH2:10][NH:11][C:12]2[C:16]([CH2:17][OH:18])=[CH:15][NH:14][N:13]=2)[CH2:5][CH2:4][CH2:3][CH2:2]1.O.[C:25]1(C)C=CC(S(O)(=O)=O)=CC=1.[OH-].[Na+]>CO>[CH:1]1([O:6][C:7]2[CH:8]=[C:9]([CH:19]=[CH:20][C:21]=2[O:22][CH3:23])[CH2:10][NH:11][C:12]2[C:16]([CH2:17][O:18][CH3:25])=[CH:15][NH:14][N:13]=2)[CH2:5][CH2:4][CH2:3][CH2:2]1 |f:1.2,3.4|. Reactants: C1(CCCC1)OC=1C=C(CNC2=NNC=C2CO)C=CC1OC (3-(3-cyclopentyloxy-4-methoxybenzylamino)-4-hydroxymethylpyrazole), O.C1(=CC=C(C=C1)S(=O)(=O)O)C (p-toluenesulfonic acid monohydrate), [OH-].[Na+] (sodium hydroxide). Run in CO (methanol). Reported procedure: A solution of 3-(3-cyclopentyloxy-4-methoxybenzylamino)-4-hydroxymethylpyrazole (1.0 g, 3.15 mmol) and p-toluenesulfonic acid monohydrate (0.2 g, 1.0 mmol) in methanol (100 mL) was kept at room temperature for 10 min. The reaction mixture was neutralized with 1N aqueous sodium hydroxide and evaporated under reduced pressure at room temperature. The residue was partitioned between water (50 mL) and ethyl acetate (50 mL). The layers were separated and the aqueous layer was extracted with ethyl ace... The product is C1(CCCC1)OC=1C=C(CNC2=NNC=C2COC)C=CC1OC (3-(3-cyclopentyloxy-4-methoxybenzylamino)-4-methoxymethylpyrazole). Reactants: N1(CCC1)C1=NC(=NC(=C1)COCC(F)(F)F)Cl (4-(azetidin-1-yl)-2-chloro-6-((2,2,2-trifluoroethoxy)methyl)pyrimidine), COC=1C=C(N)C=CC1N1C=NC(=C1)C (3-methoxy-4-(4-methyl-1H-imidazol-1-yl)aniline), C([O-])([O-])=O.[Cs+].[Cs+] (cesium carbonate), C1(CCCCC1)P(C1=C(C=CC=C1)C1=CC=CC=C1)C1CCCCC1 (2-(dicyclohexylphosphino)biphenyl). Reagents/catalysts: C(C)(=O)[O-].[Pd+2].C(C)(=O)[O-] (palladium(II) acetate). The solvent is O1CCOCC1 (dioxane). Reaction conditions: temperature 120 celsius. The product is N1(CCC1)C1=NC(=NC(=C1)COCC(F)(F)F)NC1=CC(=C(C=C1)N1C=NC(=C1)C)OC (4-(Azetidin-1-yl)-N-(3-methoxy-4-(4-methyl-1H-imidazol-1-yl)phenyl)-6-((2,2,2-trifluoroethoxy)methyl)pyrimidin-2-amine). RXN SMILES: [N:1]1([C:5]2[CH:10]=[C:9]([CH2:11][O:12][CH2:13][C:14]([F:17])([F:16])[F:15])[N:8]=[C:7](Cl)[N:6]=2)[CH2:4][CH2:3][CH2:2]1.[CH3:19][O:20][C:21]1[CH:22]=[C:23]([CH:25]=[CH:26][C:27]=1[N:28]1[CH:32]=[C:31]([CH3:33])[N:30]=[CH:29]1)[NH2:24].C(=O)([O-])[O-].[Cs+].[Cs+].C1(P(C2CCCCC2)C2C=CC=CC=2C2C=CC=CC=2)CCCCC1>O1CCOCC1.C([O-])(=O)C.[Pd+2].C([O-])(=O)C>[N:1]1([C:5]2[CH:10]=[C:9]([CH2:11][O:12][CH2:13][C:14]([F:17])([F:16])[F:15])[N:8]=[C:7]([NH:24][C:23]3[CH:25]=[CH:26][C:27]([N:28]4[CH:32]=[C:31]([CH3:33])[N:30]=[CH:29]4)=[C:21]([O:20][CH3:19])[CH:22]=3)[N:6]=2)[CH2:4][CH2:3][CH2:2]1 |f:2.3.4,7.8.9|. Reported procedure: A mixture of 4-(azetidin-1-yl)-2-chloro-6-((2,2,2-trifluoroethoxy)methyl)pyrimidine (31 mg, 0.11 mmol), 3-methoxy-4-(4-methyl-1H-imidazol-1-yl)aniline (22.37 mg, 0.11 mmol), cesium carbonate (71.7 mg, 0.22 mmol), palladium(II) acetate (3.71 mg, 0.02 mmol) and 2-(dicyclohexylphosphino)biphenyl (5.79 mg, 0.02 mmol) in dioxane (2 mL) was heated under argon at 120° C. for 90 minutes in microwave reactor. The mixture was filtered through a short silica plug which was washed with 10% methanol in ethyl... Reactants: N(=O)[O-].[Na+] (sodium nitrite), NC1=CC=C(C=C1)SSC1=CC=C(C=C1)N (4-aminophenyl disulfide), S(O)(O)(=O)=O (sulfuric acid), [I-].[Na+] (sodium iodide), II (iodine). The solvent is O (water), C(Cl)Cl (methylene chloride), O (water), O (water), C(Cl)Cl (methylene chloride). Run at temperature 0 celsius, time 15 minute. The product is IC1=CC=C(C=C1)SSC1=CC=C(C=C1)I (4-iodophenyl disulfide). Reaction SMILES: N[C:2]1[CH:7]=[CH:6][C:5]([S:8][S:9][C:10]2[CH:15]=[CH:14][C:13](N)=[CH:12][CH:11]=2)=[CH:4][CH:3]=1.S(=O)(=O)(O)O.N([O-])=O.[Na+].[I-:26].[Na+].[I:28]I>O.C(Cl)Cl>[I:26][C:2]1[CH:7]=[CH:6][C:5]([S:8][S:9][C:10]2[CH:15]=[CH:14][C:13]([I:28])=[CH:12][CH:11]=2)=[CH:4][CH:3]=1 |f:2.3,4.5|. Procedure: To a stirred suspension of 4-aminophenyl disulfide (7.452 g, 30.0 mmol, technical grade) in water (250 mL) was added sulfuric acid (60 mL) slowly at 0° C., followed by the addition of a solution of sodium nitrite (4.5 g) in water (15 mL). The resulting yellow solution was stirred at 0° C. for 15 minutes and then added to a solution of sodium iodide (20 g) and iodine (20 g) in water (30 mL) slowly at 0° C. During the addition methylene chloride (about 50 mL) was added to keep the products in solu... Starting materials: CC1=CC=C(S1)C=O (5-methyl-2-thiophenecarboxaldehyde), C(CC(=O)OCC)(=O)OCC (diethyl malonate), N1CCCCC1 (piperidine), C(C1=CC=CC=C1)(=O)O (benzoic acid). Solvent: C1(=CC=CC=C1)C (toluene). Yields the product CC1=CC=C(S1)C=C(C(=O)OCC)C(=O)OCC (diethyl 2-[(5-methyl-2-thienyl)methylene]propanedioate). As a reaction SMILES: [CH3:1][C:2]1[S:6][C:5]([CH:7]=O)=[CH:4][CH:3]=1.[C:9]([O:17][CH2:18][CH3:19])(=[O:16])[CH2:10][C:11]([O:13][CH2:14][CH3:15])=[O:12].N1CCCCC1.C(O)(=O)C1C=CC=CC=1>C1(C)C=CC=CC=1>[CH3:1][C:2]1[S:6][C:5]([CH:7]=[C:10]([C:11]([O:13][CH2:14][CH3:15])=[O:12])[C:9]([O:17][CH2:18][CH3:19])=[O:16])=[CH:4][CH:3]=1. Reported procedure: A 215 g (1.71 moles) sample of 5-methyl-2-thiophenecarboxaldehyde, 258 ml (1.71 moles) diethyl malonate, 25 ml piperidine, 0.52 g benzoic acid, and 1.5 L toluene were placed into a round bottom flask and heated to reflux for four hr. with azeotropic removal of water. The reaction was cooled and water was added. The toluene layer was washed with sodium bicarbonate solution. 3N hydrochloric acid, water, brine and dried (MgSO4). The solvent was evaporated in vacuo. The residue was washed with methy... Starting materials: O1COC2=C1C=CC=C2 (benzo[d][1,3]dioxole), BrNC(CCC(=O)N)=O (N-bromo-succinamide). Solvent: C(Cl)(Cl)Cl (CHCl3). Run at time 3 hour. The product is BrC1=CC2=C(OCO2)C=C1 (5-bromobenzo[d][1,3]dioxole). Yield: 94.5%. As a reaction SMILES: [O:1]1[C:5]2[CH:6]=[CH:7][CH:8]=[CH:9][C:4]=2[O:3][CH2:2]1.[Br:10]NC(=O)CCC(N)=O>C(Cl)(Cl)Cl>[Br:10][C:8]1[CH:7]=[CH:6][C:5]2[O:1][CH2:2][O:3][C:4]=2[CH:9]=1. Procedure: A solution of benzo[d][1,3]dioxole (6.1 g, 50.00 mmol, 1.00 equiv) and N-bromo-succinamide (NBS) (9.3 g, 52.5 mmol, 1.05 equiv) in CHCl3 (25 mL) in a 100-mL round-bottom flask and allowed to react, with stirring, for 3 hr while the temperature was maintained at reflux. The resulting mixture was concentrated under vacuum and purified via silica gel column (ethyl acetate:petroleum ether (1:20)) giving 9.5 g (90%) of 5-bromobenzo[d][1,3]dioxole as yellow oil. Reaction SMILES: [CH3:17][OH:18].[CH3:1][c:2]1[c:3]([N+:12]([O-:13])=[O:14])[c:4]([C:8]([F:9])([F:10])[F:11])[cH:5][cH:6][cH:7]1.[H:15][H:16]>>[CH3:1][c:2]1[c:3]([NH2:12])[c:4]([C:8]([F:9])([F:10])[F:11])[cH:5][cH:6][cH:7]1. Reactants: CO, Cc1cccc(C(F)(F)F)c1[N+](=O)[O-], [H][H]. The product is Cc1cccc(C(F)(F)F)c1N. Starting materials: [BH4-], C=CC(C)(CCC=C(C)C)OC(=O)CCC(=O)CCCCCC, [Na+], O. The product is C=CC(C)(CCC=C(C)C)OC(=O)CCC(O)CCCCCC. RXN SMILES: [BH4-:24].[CH3:1][C:2]([CH2:3][CH2:4][CH:5]=[C:6]([CH3:7])[CH3:8])([CH:9]=[CH2:10])[O:11][C:12]([CH2:13][CH2:14][C:15]([CH2:16][CH2:17][CH2:18][CH2:19][CH2:20][CH3:21])=[O:22])=[O:23].[Na+:25].[OH2:26]>>[CH3:1][C:2]([CH2:3][CH2:4][CH:5]=[C:6]([CH3:7])[CH3:8])([CH:9]=[CH2:10])[O:11][C:12]([CH2:13][CH2:14][CH:15]([CH2:16][CH2:17][CH2:18][CH2:19][CH2:20][CH3:21])[OH:22])=[O:23].